describe an organic reaction: reactants, conditions, products, and yield From a dataset of the Open Reaction Database (ORD), a public repository of structured organic reaction records. Reactants: C(C)(=O)O (acetic acid), Cl (HCl), COC(=O)N1CC(CCC1)NC(C1=CC=CC=C1)(C1=CC=CC=C1)C1=CC=CC=C1 (3-(trityl-amino)-piperidine-1-carboxylic acid methyl ester). The solvent is C(C)#N (acetonitrile). Reaction conditions: time 2 hour. The product is COC(=O)N1CC(CCC1)N (3-amino-piperidine-1-carboxylic acid methyl ester). The yield is 95.6%. Reaction SMILES: C(O)(=O)C.Cl.[CH3:6][O:7][C:8]([N:10]1[CH2:15][CH2:14][CH2:13][CH:12]([NH:16]C(C2C=CC=CC=2)(C2C=CC=CC=2)C2C=CC=CC=2)[CH2:11]1)=[O:9]>C(#N)C>[CH3:6][O:7][C:8]([N:10]1[CH2:15][CH2:14][CH2:13][CH:12]([NH2:16])[CH2:11]1)=[O:9]. Procedure: Add acetic acid saturated with HCl(g) (100 mL, ˜3N in HCl) to 3-(trityl-amino)-piperidine-1-carboxylic acid methyl ester (6.51 g, 16.2 mmol). Stir the solution vigorously at room temperature for 2 hours. Concentrate the reaction, follow this by addition of acetonitrile and concentration to assist in the removal of acetic acid (×2). Partition the resulting material between 1N HCl and ethyl acetate, separate the layers, extract the organic layer with 1N HCl. Basify the combined aqueous layers with... Starting materials: C(C)(C)OC1=CC=C(C=C1)C1=CC(=CC=C1)C1NC2=CC=C(C=C2C(C1)(C)C)C(=O)O (2-(4′-isopropoxy-biphenyl-3-yl)-4,4-dimethyl-1,2,3,4-tetrahydro-quinoline-6-carboxylic acid), 1-3-dimethylaminopropyl-3-ethylcarbodiimide hydrochloride, C1(CC1)S(=O)(=O)N (cyclopropane sulfonic acid amide). Reagents/catalysts: CN(C1=CC=NC=C1)C (4-dimethylaminopyridine). Run in ClCCl (dichloromethane). Yields the product C(C)(C)OC1=CC=C(C=C1)C1=CC(=CC=C1)C1NC2=CC=C(C=C2C(C1)(C)C)C(=O)NS(=O)(=O)C1CC1 (cyclopropanesulfonic acid [2-(4′-isopropoxy-biphenyl-3-yl)-4,4-dimethyl-1,2,3,4-tetrahydro-quinoline-6-carbonyl]-amide). Yield: 29.9%. As a reaction SMILES: [CH:1]([O:4][C:5]1[CH:10]=[CH:9][C:8]([C:11]2[CH:16]=[CH:15][CH:14]=[C:13]([CH:17]3[CH2:26][C:25]([CH3:28])([CH3:27])[C:24]4[C:19](=[CH:20][CH:21]=[C:22]([C:29]([OH:31])=O)[CH:23]=4)[NH:18]3)[CH:12]=2)=[CH:7][CH:6]=1)([CH3:3])[CH3:2].[CH:32]1([S:35]([NH2:38])(=[O:37])=[O:36])[CH2:34][CH2:33]1>CN(C)C1C=CN=CC=1.ClCCl>[CH:1]([O:4][C:5]1[CH:6]=[CH:7][C:8]([C:11]2[CH:16]=[CH:15][CH:14]=[C:13]([CH:17]3[CH2:26][C:25]([CH3:27])([CH3:28])[C:24]4[C:19](=[CH:20][CH:21]=[C:22]([C:29]([NH:38][S:35]([CH:32]5[CH2:34][CH2:33]5)(=[O:37])=[O:36])=[O:31])[CH:23]=4)[NH:18]3)[CH:12]=2)=[CH:9][CH:10]=1)([CH3:2])[CH3:3]. Procedure: A mixture of 2-(4′-isopropoxy-biphenyl-3-yl)-4,4-dimethyl-1,2,3,4-tetrahydro-quinoline-6-carboxylic acid (120 mg, 0.29 mmol), 1-3-dimethylaminopropyl-3-ethylcarbodiimide hydrochloride (83 mg, 0.43 mmol), 4-dimethylaminopyridine (52.5 mg, 0.43 mmol), cyclopropane sulfonic acid amide (110 mg, 0.87 mmol) in dichloromethane (10 mL) was refluxed for 12 h. Removal of the solvent afforded an oil residue. Purification by Waters automated flash system (column: Xterra 30 mm×100 mm, sample manager 2767, pu... Reactants: CO, Cl, CC(C)CC(c1ccccc1)C(C)N=[N+]=[N-]. Product: CC(C)CC(c1ccccc1)C(C)N. As a reaction SMILES: [CH3:17][OH:18].[ClH:19].[N:1](=[N+:2]=[N-:3])[CH:4]([CH3:5])[CH:6]([CH2:7][CH:8]([CH3:9])[CH3:10])[c:11]1[cH:12][cH:13][cH:14][cH:15][cH:16]1>>[NH2:1][CH:4]([CH3:5])[CH:6]([CH2:7][CH:8]([CH3:9])[CH3:10])[c:11]1[cH:12][cH:13][cH:14][cH:15][cH:16]1. Starting materials: C(C1=CC=CC=C1)OC=1C=C(C(=O)NC2=NN(C=C2)C)C=C(C1)O[C@@H](COC)C (3-(Benzyloxy)-5-[(1R)-2-methoxy-1-methylethoxy]-N-(1-methyl-1H-pyrazol-3-yl)benzamide). The solvent is C(C)O (ethanol). Run at time 20 hour. Yields the product OC=1C=C(C(=O)NC2=NN(C=C2)C)C=C(C1)O[C@@H](COC)C (3-Hydroxy-5-[(1R)-2-methoxy-1-methylethoxy]-N-(1-methyl-1H-pyrazol-3-yl)benzamide). Yield: 85.2%. As a reaction SMILES: C([O:8][C:9]1[CH:10]=[C:11]([CH:21]=[C:22]([O:24][C@H:25]([CH3:29])[CH2:26][O:27][CH3:28])[CH:23]=1)[C:12]([NH:14][C:15]1[CH:19]=[CH:18][N:17]([CH3:20])[N:16]=1)=[O:13])C1C=CC=CC=1>C(O)C>[OH:8][C:9]1[CH:10]=[C:11]([CH:21]=[C:22]([O:24][C@H:25]([CH3:29])[CH2:26][O:27][CH3:28])[CH:23]=1)[C:12]([NH:14][C:15]1[CH:19]=[CH:18][N:17]([CH3:20])[N:16]=1)=[O:13]. Procedure: 3-(Benzyloxy)-5-[(1R)-2-methoxy-1-methylethoxy]-N-(1-methyl-1H-pyrazol-3-yl)benzamide (4.23 g, 0.011 mol) was dissolved in ethanol (35 mL) and THF (35 mL) and the flask evacuated and purged with argon (3 times). 10% Palladium on carbon (0.42 g) was added and the flask further evacuated and finally purged with hydrogen gas. The reaction mixture was stirred at ambient temperature for 20 hours until completion. The reaction mixture was evacuated and purged with nitrogen (3 times). The catalyst was ...